This data is from the Open Reaction Database (ORD), a public repository of structured organic reaction records. The task is: describe an organic reaction: reactants, conditions, products, and yield The reactants are O (water), ClC=1C=CC(=C(C(=O)O)C1)[N+](=O)[O-] (5-Chloro-2-nitrobenzoic acid), [OH-].[K+] (KOH), alcohol, Cl (HCl). Run in CS(=O)C (dimethylsulfoxide). Run at time 2 hour. Product: OC=1C=CC(=C(C(=O)O)C1)[N+](=O)[O-] (5-Hydroxy-2-nitrobenzoic acid). As a reaction SMILES: Cl[C:2]1[CH:3]=[CH:4][C:5]([N+:11]([O-:13])=[O:12])=[C:6]([CH:10]=1)[C:7]([OH:9])=[O:8].[OH-:14].[K+].O.Cl>CS(C)=O>[OH:14][C:2]1[CH:3]=[CH:4][C:5]([N+:11]([O-:13])=[O:12])=[C:6]([CH:10]=1)[C:7]([OH:9])=[O:8] |f:1.2|. Procedure: 5-Chloro-2-nitrobenzoic acid (100 g) in 800 ml dimethylsulfoxide was treated with 112 g powdered KOH with cooling, 170 ml anhydrous alcohol added and the mixture stirred 2 hours at 25° and then left overnight. The mixture was kept at 28° for about 8 hours, then overnight at 0°, warmed to room temperature and 3.5 liters of water added. The mixture was acidified with HCl, 1 kg NcCl added and extracted with ethyl acetate. The extract was washed with water, dried, 50 g KHCO3 in 500 ml water added, d... Starting materials: CN(C)c1ccc(CNc2ccc(F)cc2)cc1, CC(C)c1cccc(C(C)C)c1N=C=O, c1ccccc1. Product: CC(C)c1cccc(C(C)C)c1NC(=O)N(Cc1ccc(N(C)C)cc1)c1ccc(F)cc1. RXN SMILES: [CH3:1][N:2]([c:3]1[cH:4][cH:5][c:6]([CH2:9][NH:10][c:11]2[cH:12][cH:13][c:14]([F:17])[cH:15][cH:16]2)[cH:7][cH:8]1)[CH3:18].[CH:19]([CH3:20])([CH3:21])[c:22]1[c:23]([N:31]=[C:32]=[O:33])[c:24]([CH:28]([CH3:29])[CH3:30])[cH:25][cH:26][cH:27]1.[cH:34]1[cH:35][cH:36][cH:37][cH:38][cH:39]1>>[CH3:1][N:2]([c:3]1[cH:4][cH:5][c:6]([CH2:9][N:10]([c:11]2[cH:12][cH:13][c:14]([F:17])[cH:15][cH:16]2)[C:32]([NH:31][c:23]2[c:22]([CH:19]([CH3:20])[CH3:21])[cH:27][cH:26][cH:25][c:24]2[CH:28]([CH3:29])[CH3:30])=[O:33])[cH:7][cH:8]1)[CH3:18]. Starting materials: NC1=C(C=C(C=C1OC)CC(=O)OC)O (methyl 4-amino-3-hydroxy-5-methoxy-phenylacetate), C=1(C(=CC=CC1)N=C=S)C (o-tolylisothiocyanate). Solvent: C(C)O (ethanol). Conditions: temperature 45 celsius, time 3 day. Yields the product COC1=CC(=CC2=C1N=C(O2)NC2=C(C=CC=C2)C)CC(=O)O (2-(4-Methoxy-2-o-tolylaminobenzoxazol-6-yl)acetic acid). Yield: 96.3%. RXN SMILES: [NH2:1][C:2]1[C:7]([O:8][CH3:9])=[CH:6][C:5]([CH2:10][C:11]([O:13]C)=[O:12])=[CH:4][C:3]=1[OH:15].[C:16]1([CH3:25])[C:17]([N:22]=[C:23]=S)=[CH:18][CH:19]=[CH:20][CH:21]=1>C(O)C>[CH3:9][O:8][C:7]1[C:2]2[N:1]=[C:23]([NH:22][C:17]3[CH:18]=[CH:19][CH:20]=[CH:21][C:16]=3[CH3:25])[O:15][C:3]=2[CH:4]=[C:5]([CH2:10][C:11]([OH:13])=[O:12])[CH:6]=1. Procedure details: A mixture of methyl 4-amino-3-hydroxy-5-methoxy-phenylacetate [0.295 g, Reference Example 10(a)] and o-tolylisothiocyanate (2.14 g) in ethanol (25 mL) was left at room temperature for 3 days. The mixture was evaporated and a solution of the residue in ethanol (20 mL) was treated with dicyclohexylcarbodiimide (0.308 g). The mixture was heated at reflux temperature for 2.5 hours and then evaporated. The resulting brown oil was dissolved in methanol (30 mL) and the solution was treated with sodium ... Reactants: [N+](=O)([O-])C=CC1=CC=CC=2OCCOC21 (5-(2-Nitro-vinyl)-2,3-dihydro-benzo[1,4]dioxine), [H-].[Al+3].[Li+].[H-].[H-].[H-] (lithium aluminium hydride). Product: O1CCOC2=C1C=CC=C2CCN (2-(2,3-Dihydro-benzo[1,4]dioxin-5-yl)-ethylamine). Reaction SMILES: [N+:1]([CH:4]=[CH:5][C:6]1[C:15]2[O:14][CH2:13][CH2:12][O:11][C:10]=2[CH:9]=[CH:8][CH:7]=1)([O-])=O.[H-].[Al+3].[Li+].[H-].[H-].[H-]>>[O:11]1[C:10]2[CH:9]=[CH:8][CH:7]=[C:6]([CH2:5][CH2:4][NH2:1])[C:15]=2[O:14][CH2:13][CH2:12]1 |f:1.2.3.4.5.6|. Reported procedure: In close analogy to the procedure described above, 5-(2-Nitro-vinyl)-2,3-dihydro-benzo[1,4]dioxine is reacted with lithium aluminium hydride to provide the title compound.